This data is from the Open Reaction Database (ORD), a public repository of structured organic reaction records. The task is: describe an organic reaction: reactants, conditions, products, and yield Reactants: BrC1=CC=C(C(=N1)C)C(=O)N1CCN(CC1)C1=NC=C(C=C1C1CC1)C1CC1 ((6-bromo-2-methylpyridin-3-yl)[4-(3,5-dicyclopropylpyridin-2-yl)piperazin-1-yl]methanone), CC1CCC(N1)=O (5-methylpyrrolidin-2-one). Yields the product C1(CC1)C=1C(=NC=C(C1)C1CC1)N1CCN(CC1)C(=O)C=1C=CC(=NC1C)N1C(CCC1C)=O (1-{5-[4-(3,5-dicyclopropylpyridin-2-yl)piperazine-1-carbonyl]-6-methylpyridin-2-yl}-5-methylpyrrolidin-2-one). The yield is 58.6%. Reaction SMILES: Br[C:2]1[N:7]=[C:6]([CH3:8])[C:5]([C:9]([N:11]2[CH2:16][CH2:15][N:14]([C:17]3[C:22]([CH:23]4[CH2:25][CH2:24]4)=[CH:21][C:20]([CH:26]4[CH2:28][CH2:27]4)=[CH:19][N:18]=3)[CH2:13][CH2:12]2)=[O:10])=[CH:4][CH:3]=1.[CH3:29][CH:30]1[NH:34][C:33](=[O:35])[CH2:32][CH2:31]1>>[CH:23]1([C:22]2[C:17]([N:14]3[CH2:15][CH2:16][N:11]([C:9]([C:5]4[CH:4]=[CH:3][C:2]([N:34]5[CH:30]([CH3:29])[CH2:31][CH2:32][C:33]5=[O:35])=[N:7][C:6]=4[CH3:8])=[O:10])[CH2:12][CH2:13]3)=[N:18][CH:19]=[C:20]([CH:26]3[CH2:28][CH2:27]3)[CH:21]=2)[CH2:25][CH2:24]1. Procedure details: Using (6-bromo-2-methylpyridin-3-yl)[4-(3,5-dicyclopropylpyridin-2-yl)piperazin-1-yl]methanone (100 mg) described in Preparation Example 251 and 5-methylpyrrolidin-2-one (34 mg) and by the reaction and treatment in the same manner as in Example 262, the title compound (61 mg) was obtained. Starting materials: C1(=CC=CC=C1)CCCCCC#N (6-phenylcapronitrile), [OH-].[NH4+] (ammonium hydroxide). The reagents and catalysts are [Ni] (Raney nickel). Solvent: C(C)O (ethanol). Reaction conditions: time 24 hour. Yields the product C1(=CC=CC=C1)CCCCCCN (6-phenylhexylamine). Isolated yield 75.5%. RXN SMILES: [C:1]1([CH2:7][CH2:8][CH2:9][CH2:10][CH2:11][C:12]#[N:13])[CH:6]=[CH:5][CH:4]=[CH:3][CH:2]=1.[OH-].[NH4+]>[Ni].C(O)C>[C:1]1([CH2:7][CH2:8][CH2:9][CH2:10][CH2:11][CH2:12][NH2:13])[CH:6]=[CH:5][CH:4]=[CH:3][CH:2]=1 |f:1.2|. Procedure details: A mixture of 42.4 g (0.245 mole) of 6-phenylcapronitrile, 3 g of Raney nickel, 200 ml of ethanol, and 30 ml of concentrated ammonium hydroxide was hydrogenated at 43 psi, and room temperature for 24 hours. The catalyst was removed by filtration and the filtrate concentrated leaving an oil. Distillation under reduced pressure afforded 32.8 g (75.6%) of 6-phenylhexylamine as a colorless oil, bp 118°-123° C./1.5 mm of Hg. NMR (CDCl3): 7.20 (s, 5H); 2.80-2.55 (m, 4H); 1.80-1.10 (m, 8H); 1.00 (s, 2H ...